From a dataset of the Open Reaction Database (ORD), a public repository of structured organic reaction records. describe an organic reaction: reactants, conditions, products, and yield As a reaction SMILES: [C:1](=[O:2])([OH:3])[c:4]1[cH:5][cH:6][c:7]([CH:8]=[O:9])[cH:10][cH:11]1.[CH2:21]([CH3:22])[NH:23][CH2:24][CH3:25].[CH3:12][N:13]([CH3:14])[CH:15]=[O:16].[CH3:26][c:27]1[cH:28][cH:29][cH:30][cH:31][cH:32]1.[S:17]([Cl:18])([Cl:19])=[O:20]>>[C:1](=[O:3])([c:4]1[cH:5][cH:6][c:7]([CH:8]=[O:9])[cH:10][cH:11]1)[N:23]([CH2:21][CH3:22])[CH2:24][CH3:25]. The product is CCN(CC)C(=O)c1ccc(C=O)cc1. Reactants: O=Cc1ccc(C(=O)O)cc1, CCNCC, CN(C)C=O, Cc1ccccc1, O=S(Cl)Cl.